The task is: describe an organic reaction: reactants, conditions, products, and yield. This data is from the Open Reaction Database (ORD), a public repository of structured organic reaction records. Starting materials: CCN=C=NCCCN(C)C, CCN(C(C)C)C(C)C, Cc1ccnc(Cl)c1C(=O)O, COCCOc1ccc(N(Cc2cnccc2C)C2CCN(C(C)CCN)CC2)cc1, CN(C)C=O, On1nnc2ccccc21. The product is COCCOc1ccc(N(Cc2cnccc2C)C2CCN(C(C)CCNC(=O)c3c(C)ccnc3Cl)CC2)cc1. RXN SMILES: [CH3:32][CH2:33][N:34]=[C:35]=[N:36][CH2:37][CH2:38][CH2:39][N:40]([CH3:41])[CH3:42].[CH:64]([N:65]([CH2:66][CH3:67])[CH:68]([CH3:69])[CH3:70])([CH3:71])[CH3:72].[Cl:53][c:54]1[c:55]([C:56](=[O:57])[OH:58])[c:59]([CH3:63])[cH:60][cH:61][n:62]1.[NH2:1][CH2:2][CH2:3][CH:4]([CH3:5])[N:6]1[CH2:7][CH2:8][CH:9]([N:12]([CH2:13][c:14]2[cH:15][n:16][cH:17][cH:18][c:19]2[CH3:20])[c:21]2[cH:22][cH:23][c:24]([O:27][CH2:28][CH2:29][O:30][CH3:31])[cH:25][cH:26]2)[CH2:10][CH2:11]1.[O:73]=[CH:74][N:75]([CH3:76])[CH3:77].[OH:43][n:44]1[c:45]2[c:46]([cH:47][cH:48][cH:49][cH:50]2)[n:51][n:52]1>>[NH:1]([CH2:2][CH2:3][CH:4]([CH3:5])[N:6]1[CH2:7][CH2:8][CH:9]([N:12]([CH2:13][c:14]2[cH:15][n:16][cH:17][cH:18][c:19]2[CH3:20])[c:21]2[cH:22][cH:23][c:24]([O:27][CH2:28][CH2:29][O:30][CH3:31])[cH:25][cH:26]2)[CH2:10][CH2:11]1)[C:56]([c:55]1[c:54]([Cl:53])[n:62][cH:61][cH:60][c:59]1[CH3:63])=[O:57]. Reactants: O=C(O)c1cc2c(OCc3ccccc3)cccc2[nH]1, Cl, Cl, Cl, NC1CCN(CCN2CCCCCC2)CC1. Product: O=C(NC1CCN(CCN2CCCCCC2)CC1)c1cc2c(OCc3ccccc3)cccc2[nH]1. As a reaction SMILES: [CH2:1]([c:2]1[cH:3][cH:4][cH:5][cH:6][cH:7]1)[O:8][c:9]1[c:10]2[cH:11][c:12]([C:18](=[O:19])[OH:20])[nH:13][c:14]2[cH:15][cH:16][cH:17]1.[ClH:21].[ClH:22].[ClH:23].[N:24]1([CH2:31][CH2:32][N:33]2[CH2:34][CH2:35][CH:36]([NH2:39])[CH2:37][CH2:38]2)[CH2:25][CH2:26][CH2:27][CH2:28][CH2:29][CH2:30]1>>[CH2:1]([c:2]1[cH:3][cH:4][cH:5][cH:6][cH:7]1)[O:8][c:9]1[c:10]2[cH:11][c:12]([C:18](=[O:20])[NH:39][CH:36]3[CH2:35][CH2:34][N:33]([CH2:32][CH2:31][N:24]4[CH2:25][CH2:26][CH2:27][CH2:28][CH2:29][CH2:30]4)[CH2:38][CH2:37]3)[nH:13][c:14]2[cH:15][cH:16][cH:17]1.